Dataset: the Open Reaction Database (ORD), a public repository of structured organic reaction records. Task: describe an organic reaction: reactants, conditions, products, and yield The reactants are CC#N, NC1CC1, Clc1ccnc2ccccc12, [Na+], [OH-]. Yields the product c1ccc2c(NC3CC3)ccnc2c1. Reaction SMILES: [CH3:18][C:19]#[N:20].[CH:12]1([NH2:15])[CH2:13][CH2:14]1.[Cl:1][c:2]1[cH:3][cH:4][n:5][c:6]2[cH:7][cH:8][cH:9][cH:10][c:11]12.[Na+:17].[OH-:16]>>[c:2]1([NH:15][CH:12]2[CH2:13][CH2:14]2)[cH:3][cH:4][n:5][c:6]2[cH:7][cH:8][cH:9][cH:10][c:11]12.